This data is from the Open Reaction Database (ORD), a public repository of structured organic reaction records. The task is: describe an organic reaction: reactants, conditions, products, and yield Starting materials: C(C)(=O)OC1C(C(N2[C@H]1CC2=O)C(=O)OC(C2=CC=CC=C2)C2=CC=CC=C2)C (Benzhydryl 1-acetoxy-2-methylcarbapenam-3-carboxylate), C(Cl)(Cl)Cl (chloroform). Reagents/catalysts: [Pd] (palladium on carbon). The solvent is C(C)(=O)OCC (ethyl acetate), C(C)(=O)OCC (ethyl acetate). Reaction conditions: time 1 hour. The product is C(C)(=O)OC1C(C(N2[C@H]1CC2=O)C(=O)O)C (1-acetoxy-2-methylcarbapenam-3-carboxylic acid). The yield is 99.9%. As a reaction SMILES: [C:1]([O:4][CH:5]1[C@@H:9]2[CH2:10][C:11](=[O:12])[N:8]2[CH:7]([C:13]([O:15]C(C2C=CC=CC=2)C2C=CC=CC=2)=[O:14])[CH:6]1[CH3:29])(=[O:3])[CH3:2].C(Cl)(Cl)Cl>[Pd].C(OCC)(=O)C>[C:1]([O:4][CH:5]1[C@@H:9]2[CH2:10][C:11](=[O:12])[N:8]2[CH:7]([C:13]([OH:15])=[O:14])[CH:6]1[CH3:29])(=[O:3])[CH3:2]. Procedure: Benzhydryl 1-acetoxy-2-methylcarbapenam-3-carboxylate (26 mg.) was dissolved in 3 ml. of ethyl acetate. Hydrogenation catalyst (10% palladium on carbon, 26 mg.) was added and the reaction mixture hydrogenated at room temperature and atmospheric pressure for 1 hour, at which time tlc (4:1 chloroform:ethyl acetate) indicated no starting material remained. The catalyst was recovered by filtration and the filtrate evaporated in vacuo to yield 1-acetoxy-2-methylcarbapenam-3-carboxylic acid [15 mg.; R... Isolated yield 58.0%. RXN SMILES: [C:1]1([C:7]2[CH:12]=[CH:11][CH:10]=[C:9]([C:13]3[N:14]=[N:15]NN=3)[N:8]=2)[CH:6]=[CH:5][CH:4]=[CH:3][CH:2]=1.[C:18](Cl)(=[O:28])[C:19]1[CH:27]=[CH:26][C:22]([C:23](Cl)=[O:24])=[CH:21][CH:20]=1.O.[OH-].[Na+]>N1C=CC=CC=1>[C:1]1([C:7]2[CH:12]=[CH:11][CH:10]=[C:9]([C:13]3[O:28][C:18]([C:19]4[CH:27]=[CH:26][C:22]([C:23]5[O:24][C:13]([C:9]6[N:8]=[C:7]([C:1]7[CH:2]=[CH:3][CH:4]=[CH:5][CH:6]=7)[CH:12]=[CH:11][CH:10]=6)=[N:14][N:15]=5)=[CH:21][CH:20]=4)=[N:15][N:14]=3)[N:8]=2)[CH:2]=[CH:3][CH:4]=[CH:5][CH:6]=1 |f:3.4|. Reaction conditions: temperature 50 celsius, time 5 hour. The solvent is N1=CC=CC=C1 (pyridine). Reactants: ( 4H ), [OH-].[Na+] (sodium hydroxide), C1(=CC=CC=C1)C1=NC(=CC=C1)C=1N=NNN1 (2-phenyl-6-(2H-tetrazol-5-yl)pyridine), ( 4H ), ( 6H ), ( 4H ), C(C1=CC=C(C(=O)Cl)C=C1)(=O)Cl (terephthaloyl dichloride), O (water), ( 2H ). Reported procedure: 5.0 g of 2-phenyl-6-(2H-tetrazol-5-yl)pyridine was dissolved in 125 ml of dehydrated pyridine. Temperature was elevated to 120° C., and 75 ml was dehydrated by azeotropy. After cooling to 50° C., 2.30 g of terephthaloyl dichloride was added. Temperature was elevated to 100° C., and stirring was conducted for 5 hours. After cooling to room temperature, the reaction solution was poured into 300 ml water, and after adjusting pH to 12 with 20% sodium hydroxide aqueous solution, stirring was conducte... Product: C1(=CC=CC=C1)C1=NC(=CC=C1)C=1OC(=NN1)C1=CC=C(C=C1)C1=NN=C(O1)C1=CC=CC(=N1)C1=CC=CC=C1 (1,4-bis[2-(2-phenylpyridin-6-yl)-1,3,4-oxadiazol-5-yl]benzene). Reactants: COC(=O)c1cccc([N+](=O)[O-])c1Br, CCO, [Cl-], Cl, [Na+], [OH-]. Yields the product COC(=O)c1cccc(N)c1Br. Reaction SMILES: [Br:2][c:3]1[c:4]([C:5](=[O:6])[O:7][CH3:8])[cH:9][cH:10][cH:11][c:12]1[N+:13]([O-:14])=[O:15].[CH3:19][CH2:20][OH:21].[Cl-:1].[ClH:18].[Na+:17].[OH-:16]>>[Br:2][c:3]1[c:4]([C:5](=[O:6])[O:7][CH3:8])[cH:9][cH:10][cH:11][c:12]1[NH2:13]. The reactants are Cl(=O)[O-].[Na+] (sodium chlorite), O.O.OP(=O)(O)[O-].[Na+] (sodium phosphate monobasic dihydrate), Cl(=O)[O-].[Na+] (sodium chlorite), O.O.OP(=O)(O)[O-].[Na+] (sodium phosphate monobasic dihydrate), ClC1=C(C=C2C(=CNC2=C1)C=O)C1=CC=C(C=C1)C1CN(CC1)C(=O)OC (methyl 3-[4-(6-chloro-3-formyl-1H-indol-5-yl)phenyl]pyrrolidine-1-carboxylate). Solvent: O (water), CC(C)=CC (2-methyl-2-butene), O (water), C(C)#N (acetonitrile), C(C)(C)(C)O (tert-butanol), CC(C)=CC (2-methyl-2-butene). Run at temperature 0 celsius, time 2 hour. Product: ClC1=C(C=C2C(=CNC2=C1)C(=O)O)C1=CC=C(C=C1)C1CN(CC1)C(=O)OC (6-chloro-5-{4-[1-(methoxycarbonyl)pyrrolidin-3-yl]phenyl}-1H-indole-3-carboxylic acid). Isolated yield 46.3%. As a reaction SMILES: [Cl:1][C:2]1[CH:10]=[C:9]2[C:5]([C:6]([CH:11]=[O:12])=[CH:7][NH:8]2)=[CH:4][C:3]=1[C:13]1[CH:18]=[CH:17][C:16]([CH:19]2[CH2:23][CH2:22][N:21]([C:24]([O:26][CH3:27])=[O:25])[CH2:20]2)=[CH:15][CH:14]=1.Cl([O-])=[O:29].[Na+].O.O.OP([O-])(O)=O.[Na+]>C(#N)C.C(O)(C)(C)C.O.CC(=CC)C>[Cl:1][C:2]1[CH:10]=[C:9]2[C:5]([C:6]([C:11]([OH:29])=[O:12])=[CH:7][NH:8]2)=[CH:4][C:3]=1[C:13]1[CH:18]=[CH:17][C:16]([CH:19]2[CH2:23][CH2:22][N:21]([C:24]([O:26][CH3:27])=[O:25])[CH2:20]2)=[CH:15][CH:14]=1 |f:1.2,3.4.5.6|. Reported procedure: To a solution of methyl 3-[4-(6-chloro-3-formyl-1H-indol-5-yl)phenyl]pyrrolidine-1-carboxylate (124 mg, 0.325 mmol) in acetonitrile (4 mL) and tert-butanol (4 mL) was added 2-methyl-2-butene (4 mL). The reaction mixture was cooled to 0° C. and treated with a solution of sodium chlorite (327 mg, 3.59 mmol) and sodium phosphate monobasic dihydrate (761 mg, 4.875 mmol) in water (2 mL). After the resulting mixture was stirred for 2 hours at room temperature, additional sodium chlorite (435.5 mg, 4.7... The reactants are [N+](=O)([O-])C1=CC=C(C(=O)Cl)C=C1 (p-Nitrobenzoyl chloride), [C@@H]1(C[C@H](O)[C@@H](CO)O1)N1C(=O)NC(=O)C(C)=C1 (Thymidine), C([O-])(O)=O.[Na+] (sodium bicarbonate). Run in N1=CC=CC=C1 (pyridine), N1=CC=CC=C1 (pyridine). Reaction conditions: time 8 hour. The product is [N+](=O)([O-])C1=CC=C(C(=O)[C@@]2(C[C@H](O)[C@@H](CO)O2)N2C(=O)NC(=O)C(C)=C2)C=C1 (p-nitrobenzoylthymidine). Yield: 58.0%. RXN SMILES: [C@@H:1]1([N:9]2[CH:17]=[C:15]([CH3:16])[C:13](=[O:14])[NH:12][C:10]2=[O:11])[O:8][C@H:5]([CH2:6][OH:7])[C@@H:3]([OH:4])[CH2:2]1.[N+:18]([C:21]1[CH:29]=[CH:28][C:24]([C:25](Cl)=[O:26])=[CH:23][CH:22]=1)([O-:20])=[O:19].C(=O)(O)[O-].[Na+]>N1C=CC=CC=1>[N+:18]([C:21]1[CH:22]=[CH:23][C:24]([C:25]([C@@:1]2([N:9]3[CH:17]=[C:15]([CH3:16])[C:13](=[O:14])[NH:12][C:10]3=[O:11])[O:8][C@H:5]([CH2:6][OH:7])[C@@H:3]([OH:4])[CH2:2]2)=[O:26])=[CH:28][CH:29]=1)([O-:20])=[O:19] |f:2.3|. Procedure: Thymidine (2.42 g; 10 mmol) is dried by coevaporation in pyridine, then taken up in 200 ml of anhydrous pyridine and cooled to 4° C. p-Nitrobenzoyl chloride (2.04 g; 11 mmol) is added. The temperature is allowed to rise and the reaction is left overnight at room temperature. The reaction is stopped with 5 ml of saturated sodium bicarbonate. The reaction mixture is concentrated and then taken up in 500 ml of chloroform. The organic solution obtained is washed with 2×500 ml of 0.5M NaHCO3 and then... The reactants are CCO, Cl, N#CCCCOc1cccc(CN2CCCCC2)c1, NNC(N)=O. Product: NC(=O)NN=CCCCOc1cccc(CN2CCCCC2)c1. RXN SMILES: [CH3:26][CH2:27][OH:28].[ClH:20].[N:1]1([CH2:7][c:8]2[cH:9][c:10]([O:11][CH2:12][CH2:13][CH2:14][C:15]#[N:16])[cH:17][cH:18][cH:19]2)[CH2:2][CH2:3][CH2:4][CH2:5][CH2:6]1.[NH2:21][NH:22][C:23](=[O:24])[NH2:25]>>[N:1]1([CH2:7][c:8]2[cH:9][c:10]([O:11][CH2:12][CH2:13][CH2:14][CH:15]=[N:16][NH:22][C:23](=[O:24])[NH2:25])[cH:17][cH:18][cH:19]2)[CH2:2][CH2:3][CH2:4][CH2:5][CH2:6]1. Reactants: CCCCCCCCCCCCCCCCS(=O)(=O)Cl, CN(C)CCCCCCCN, C1CCOC1. Product: CCCCCCCCCCCCCCCCS(=O)(=O)NCCCCCCCN(C)C. Reaction SMILES: [CH2:1]([CH2:2][CH2:3][CH2:4][CH2:5][CH2:6][CH2:7][CH2:8][CH2:9][CH2:10][CH2:11][CH2:12][CH2:13][CH2:14][CH2:15][CH3:16])[S:17](=[O:18])(=[O:19])[Cl:20].[CH3:21][N:22]([CH2:23][CH2:24][CH2:25][CH2:26][CH2:27][CH2:28][CH2:29][NH2:30])[CH3:31].[O:32]1[CH2:33][CH2:34][CH2:35][CH2:36]1>>[CH2:1]([CH2:2][CH2:3][CH2:4][CH2:5][CH2:6][CH2:7][CH2:8][CH2:9][CH2:10][CH2:11][CH2:12][CH2:13][CH2:14][CH2:15][CH3:16])[S:17](=[O:18])(=[O:19])[NH:30][CH2:29][CH2:28][CH2:27][CH2:26][CH2:25][CH2:24][CH2:23][N:22]([CH3:21])[CH3:31]. The reactants are ClCC=1C(=NC=CC1)SC1CCC1 (3-Chloromethyl-2-cyclobutylsulfanyl-pyridine), C(C)OC(=O)C1C(C1)C1=CC(=C(C=C1)O)Cl (2-(3-chloro-4-hydroxy-phenyl)-cyclopropane carboxylic acid ethyl ester). The product is ClC=1C=C(C=CC1OCC=1C(=NC=CC1)SC1CCC1)C1C(C1)C(=O)O (2-[3-chloro-4-(2-cyclobutylsulfanyl-pyridin-3-ylmethoxy)-phenyl]-cyclopropane carboxylic acid). Isolated yield 76.0%. RXN SMILES: Cl[CH2:2][C:3]1[C:4]([S:9][CH:10]2[CH2:13][CH2:12][CH2:11]2)=[N:5][CH:6]=[CH:7][CH:8]=1.C([O:16][C:17]([CH:19]1[CH2:21][CH:20]1[C:22]1[CH:27]=[CH:26][C:25]([OH:28])=[C:24]([Cl:29])[CH:23]=1)=[O:18])C>>[Cl:29][C:24]1[CH:23]=[C:22]([CH:20]2[CH2:21][CH:19]2[C:17]([OH:18])=[O:16])[CH:27]=[CH:26][C:25]=1[O:28][CH2:2][C:3]1[C:4]([S:9][CH:10]2[CH2:13][CH2:12][CH2:11]2)=[N:5][CH:6]=[CH:7][CH:8]=1. Procedure details: 3-Chloromethyl-2-cyclobutylsulfanyl-pyridine (52 mg, 0.26 mmol) obtained in Step C of Preparation Example 23 and 2-(3-chloro-4-hydroxy-phenyl)-cyclopropane carboxylic acid ethyl ester (70 mg, 0.29 mmol) obtained in Step B of Preparation Example 47 were used to react sequentially in the same manner as in Steps A and B of Example 1 to obtain the title compound (77 mg, 84%). The yield is 57.4%. Conditions: time 45 minute. The product is C1(=CC=CC2=CC=CC=C12)C(C1=C(C=CC(=C1)Cl)NCC(CO[Si](C1=CC=CC=C1)(C1=CC=CC=C1)C(C)(C)C)(C)C)O (α-(1-Naphthyl)-2-(3-tert-butyldiphenylsilyloxy-2,2-dimethylpropyl)amino-5-chlorobenzyl alcohol). Solvent: C(C)(=O)O (acetic acid). Procedure details: Sodium borohydride (1.73 g, 45.8 mmol) was added portionwise to a solution of α-(1-naphthyl)-2-amino-5-chlorobenzyl alcohol (9.76 g, 34.4 mmol) and 3-tert-butyldiphenylsilyloxy-2,2-dimethylpropanal (12.89 g, 37.9 mmol) in acetic acid (105 ml) at 0° C. The reaction mixture was allowed to warm to room temperature, and stirring was continued for 45 min. Hydrolysis with water was followed by repeated extraction of the mixture with ethyl acetate. The combined organic layers were washed with 1 N sodiu... As a reaction SMILES: [BH4-].[Na+].[C:3]1([CH:13]([OH:22])[C:14]2[CH:19]=[C:18]([Cl:20])[CH:17]=[CH:16][C:15]=2[NH2:21])[C:12]2[C:7](=[CH:8][CH:9]=[CH:10][CH:11]=2)[CH:6]=[CH:5][CH:4]=1.[Si:23]([O:40][CH2:41][C:42]([CH3:46])([CH3:45])[CH:43]=O)([C:36]([CH3:39])([CH3:38])[CH3:37])([C:30]1[CH:35]=[CH:34][CH:33]=[CH:32][CH:31]=1)[C:24]1[CH:29]=[CH:28][CH:27]=[CH:26][CH:25]=1.O>C(O)(=O)C>[C:3]1([CH:13]([OH:22])[C:14]2[CH:19]=[C:18]([Cl:20])[CH:17]=[CH:16][C:15]=2[NH:21][CH2:43][C:42]([CH3:46])([CH3:45])[CH2:41][O:40][Si:23]([C:36]([CH3:39])([CH3:38])[CH3:37])([C:30]2[CH:35]=[CH:34][CH:33]=[CH:32][CH:31]=2)[C:24]2[CH:29]=[CH:28][CH:27]=[CH:26][CH:25]=2)[C:12]2[C:7](=[CH:8][CH:9]=[CH:10][CH:11]=2)[CH:6]=[CH:5][CH:4]=1 |f:0.1|. Starting materials: O (water), [BH4-].[Na+] (Sodium borohydride), C1(=CC=CC2=CC=CC=C12)C(C1=C(C=CC(=C1)Cl)N)O (α-(1-naphthyl)-2-amino-5-chlorobenzyl alcohol), [Si](C1=CC=CC=C1)(C1=CC=CC=C1)(C(C)(C)C)OCC(C=O)(C)C (3-tert-butyldiphenylsilyloxy-2,2-dimethylpropanal).